The task is: describe an organic reaction: reactants, conditions, products, and yield. This data is from the Open Reaction Database (ORD), a public repository of structured organic reaction records. Starting materials: COc1ccccc1CC1CCC(CO)CC1, N#Cc1c(F)cccc1F, [H-], [Na+], CN(C)C=O, O. Yields the product COc1ccccc1CC1CCC(COc2cccc(F)c2C#N)CC1. RXN SMILES: [CH3:4][O:5][c:6]1[c:7]([CH2:8][CH:9]2[CH2:10][CH2:11][CH:12]([CH2:15][OH:16])[CH2:13][CH2:14]2)[cH:17][cH:18][cH:19][cH:20]1.[F:21][c:22]1[c:23]([C:24]#[N:25])[c:26]([F:30])[cH:27][cH:28][cH:29]1.[H-:2].[Na+:3].[O:31]=[CH:32][N:33]([CH3:34])[CH3:35].[OH2:1]>>[CH3:4][O:5][c:6]1[c:7]([CH2:8][CH:9]2[CH2:10][CH2:11][CH:12]([CH2:15][O:16][c:26]3[c:23]([C:24]#[N:25])[c:22]([F:21])[cH:29][cH:28][cH:27]3)[CH2:13][CH2:14]2)[cH:17][cH:18][cH:19][cH:20]1.